Dataset: the Open Reaction Database (ORD), a public repository of structured organic reaction records. Task: describe an organic reaction: reactants, conditions, products, and yield The reactants are NC1=NC=C(C(=N1)N)CC1=CC(=C(C(=C1)OCC)C1=CC(=CC=C1)O)OCC (4′-(2,4-Diamino-pyrimidin-5-ylmethyl)-2′,6′-diethoxy-biphenyl-3-ol), CC(C)(C)[O-].[K+] (potassium tert-butylate), COCCBr (2-Bromoethyl methyl ether). The solvent is CN(C=O)C (dimethylformamide), CN(C=O)C (dimethylformamide). Conditions: time 12 hour. Yields the product C(C)OC1=C(C(=CC(=C1)CC=1C(=NC(=NC1)N)N)OCC)C1=CC(=CC=C1)OCCOC (5-[2,6-Diethoxy-3′-(2-methoxy-ethoxy)-biphenyl-4-ylmethyl]-pyrimidine-2,4-diamine). As a reaction SMILES: [NH2:1][C:2]1[N:7]=[C:6]([NH2:8])[C:5]([CH2:9][C:10]2[CH:15]=[C:14]([O:16][CH2:17][CH3:18])[C:13]([C:19]3[CH:24]=[CH:23][CH:22]=[C:21]([OH:25])[CH:20]=3)=[C:12]([O:26][CH2:27][CH3:28])[CH:11]=2)=[CH:4][N:3]=1.CC([O-])(C)C.[K+].[CH3:35][O:36][CH2:37][CH2:38]Br>CN(C)C=O>[CH2:27]([O:26][C:12]1[CH:11]=[C:10]([CH2:9][C:5]2[C:6]([NH2:8])=[N:7][C:2]([NH2:1])=[N:3][CH:4]=2)[CH:15]=[C:14]([O:16][CH2:17][CH3:18])[C:13]=1[C:19]1[CH:24]=[CH:23][CH:22]=[C:21]([O:25][CH2:38][CH2:37][O:36][CH3:35])[CH:20]=1)[CH3:28] |f:1.2|. Reported procedure: 4′-(2,4-Diamino-pyrimidin-5-ylmethyl)-2′,6′-diethoxy-biphenyl-3-ol (200 mg; 0.526 mmol) is suspended in dimethylformamide (5 ml; dried over a molecular sieve), and potassium tert-butylate (83 mg; 0.736 mmol) is added at room temperature. 2-Bromoethyl methyl ether (0.059 ml; 0.63 mmol) in dimethylformamide (5 ml; dried over a molecular sieve) is added in the course of 35 minutes to the solution formed. After stirring at room temperature for 12 hours, the reaction mixture is concentrated and the r... Starting materials: C1(CCCCCC1)N(C(=O)NC1=CC=C(C=C1)[N+](=O)[O-])CC1=CC(=CC=C1)CN(C(=O)NC1=CC=C(C=C1)[N+](=O)[O-])C1CCCCCC1 (1,3-bis[[1-cycloheptyl-3-(p-nitrophenyl)ureido]methyl]benzene), compound. Reagents/catalysts: [Pd].[C] (Pd carbon). The solvent is CN(C)C=O (N,N'-dimethylformamide). Product: NC1=CC=C(C=C1)NC(N(C1CCCCCC1)CC1=CC(=CC=C1)CN(C(=O)NC1=CC=C(C=C1)N)C1CCCCCC1)=O (1,3-bis[[3-(p-aminophenyl)-1-cycloheptylureido]methyl]benzene). Isolated yield 55.0%. RXN SMILES: [CH:1]1([N:8]([CH2:21][C:22]2[CH:27]=[CH:26][CH:25]=[C:24]([CH2:28][N:29]([CH:42]3[CH2:48][CH2:47][CH2:46][CH2:45][CH2:44][CH2:43]3)[C:30]([NH:32][C:33]3[CH:38]=[CH:37][C:36]([N+:39]([O-])=O)=[CH:35][CH:34]=3)=[O:31])[CH:23]=2)[C:9]([NH:11][C:12]2[CH:17]=[CH:16][C:15]([N+:18]([O-])=O)=[CH:14][CH:13]=2)=[O:10])[CH2:7][CH2:6][CH2:5][CH2:4][CH2:3][CH2:2]1>CN(C=O)C.[Pd].[C]>[NH2:39][C:36]1[CH:35]=[CH:34][C:33]([NH:32][C:30](=[O:31])[N:29]([CH2:28][C:24]2[CH:25]=[CH:26][CH:27]=[C:22]([CH2:21][N:8]([CH:1]3[CH2:7][CH2:6][CH2:5][CH2:4][CH2:3][CH2:2]3)[C:9]([NH:11][C:12]3[CH:13]=[CH:14][C:15]([NH2:18])=[CH:16][CH:17]=3)=[O:10])[CH:23]=2)[CH:42]2[CH2:43][CH2:44][CH2:45][CH2:46][CH2:47][CH2:48]2)=[CH:38][CH:37]=1 |f:2.3|. Procedure details: To a solution of 3 g 1,3-bis[[1-cycloheptyl-3-(p-nitrophenyl)ureido]methyl]benzene (compound of Example 28) in 50 ml N,N'-dimethylformamide, was added 300 ml of 10% Pd-carbon powder, and the mixture was subjected to catalytic hydrogenation. After a predetermined volume of hydrogen gas was absorbed, the catalyst was filtered off, the solvent was distilled off under reduced pressure from the filtrate, and the residue was purified by silica gel column chromatography, giving 1.5 g of 1,3-bis[[3-(p-a... Reaction SMILES: [BrH:1].[CH3:2][O:3][C:4]1=[CH:10][c:9]2[c:8]([cH:14][cH:13][cH:12][cH:11]2)[CH2:7][c:6]2[c:5]1[cH:18][c:17]([CH2:19][C:20](=[O:21])[O:22][CH3:23])[cH:16][cH:15]2.[OH2:24]>>[O:3]=[C:4]1[c:5]2[c:6]([cH:15][cH:16][c:17]([CH2:19][C:20](=[O:21])[O:22][CH3:23])[cH:18]2)[CH2:7][c:8]2[c:9]([cH:11][cH:12][cH:13][cH:14]2)[CH2:10]1. Yields the product COC(=O)Cc1ccc2c(c1)C(=O)Cc1ccccc1C2. Reactants: Br, COC(=O)Cc1ccc2c(c1)C(OC)=Cc1ccccc1C2, O. Starting materials: O (water), C1(CCCCC1)C(C(=O)O)N1C(=NC2=C1C=C(C(=C2)F)F)C=2C(=NC(=CC2)OC)OC (cyclohexyl-[2-(2,6-dimethoxy-pyridin-3-yl)-5,6-difluoro-benzoimidazol-1-yl]-acetic acid), [H-].[Na+] (sodium hydride), CI (methyl iodide). The solvent is C(C)(=O)OCC (ethyl acetate), CN(C=O)C (N,N-dimethylformamide). Product: COC(C(N1C(=NC2=C1C=C(C(=C2)F)F)C=2C(=NC(=CC2)OC)OC)C2CCCCC2)=O (Cyclohexyl-[2-(2,6-dimethoxy-pyridin-3-yl)-5,6-difluoro-benzoimidazol-1-yl]-acetic acid methyl ester). RXN SMILES: [CH:1]1([CH:7]([N:11]2[C:15]3[CH:16]=[C:17]([F:21])[C:18]([F:20])=[CH:19][C:14]=3[N:13]=[C:12]2[C:22]2[C:23]([O:30][CH3:31])=[N:24][C:25]([O:28][CH3:29])=[CH:26][CH:27]=2)[C:8]([OH:10])=[O:9])[CH2:6][CH2:5][CH2:4][CH2:3][CH2:2]1.[H-].[Na+].[CH3:34]I.O>CN(C)C=O.C(OCC)(=O)C>[CH3:34][O:9][C:8](=[O:10])[CH:7]([CH:1]1[CH2:6][CH2:5][CH2:4][CH2:3][CH2:2]1)[N:11]1[C:15]2[CH:16]=[C:17]([F:21])[C:18]([F:20])=[CH:19][C:14]=2[N:13]=[C:12]1[C:22]1[C:23]([O:30][CH3:31])=[N:24][C:25]([O:28][CH3:29])=[CH:26][CH:27]=1 |f:1.2|. Procedure: To a solution of 5.86 g (13.58 mmol) cyclohexyl-[2-(2,6-dimethoxy-pyridin-3-yl)-5,6-difluoro-benzoimidazol-1-yl]-acetic acid in 60 ml N,N-dimethylformamide was added 652 mg (14.94 mmol) sodium hydride (55% dispersion in mineral oil) and 2.02 g (14.26 mmol) methyl iodide. The reaction mixture was poured on 300 ml water and 300 ml ethyl acetate and the phases were separated. The aqueous layer was extracted a second time with 300 ml ethyl acetate. The combined organic layers were washed twice with ... Starting materials: Cn1cc(Br)cc(Br)c1=O, O=C([O-])[O-], C1COCCO1, ClCCl, CO, [Cs+], [Cs+], Cn1nc(N)cc1CN1CCC1, O=C(C=Cc1ccccc1)C=Cc1ccccc1, O=C(C=Cc1ccccc1)C=Cc1ccccc1, O=C(C=Cc1ccccc1)C=Cc1ccccc1, [Pd], [Pd]. The product is Cn1nc(Nc2cc(Br)cn(C)c2=O)cc1CN1CCC1. RXN SMILES: [Br:13][c:14]1[c:15](=[O:22])[n:16]([CH3:21])[cH:17][c:18]([Br:20])[cH:19]1.[C:23](=[O:24])([O-:25])[O-:26].[CH2:29]1[O:30][CH2:31][CH2:32][O:33][CH2:34]1.[CH2:93]([Cl:94])[Cl:95].[CH3:91][OH:92].[Cs+:27].[Cs+:28].[N:1]1([CH2:5][c:6]2[cH:7][c:8]([NH2:12])[n:9][n:10]2[CH3:11])[CH2:2][CH2:3][CH2:4]1.[O:37]=[C:38]([CH:39]=[CH:40][c:41]1[cH:42][cH:43][cH:44][cH:45][cH:46]1)[CH:47]=[CH:48][c:49]1[cH:50][cH:51][cH:52][cH:53][cH:54]1.[O:55]=[C:56]([CH:57]=[CH:58][c:59]1[cH:60][cH:61][cH:62][cH:63][cH:64]1)[CH:65]=[CH:66][c:67]1[cH:68][cH:69][cH:70][cH:71][cH:72]1.[O:73]=[C:74]([CH:75]=[CH:76][c:77]1[cH:78][cH:79][cH:80][cH:81][cH:82]1)[CH:83]=[CH:84][c:85]1[cH:86][cH:87][cH:88][cH:89][cH:90]1.[Pd:35].[Pd:36]>>[N:1]1([CH2:5][c:6]2[cH:7][c:8]([NH:12][c:14]3[c:15](=[O:22])[n:16]([CH3:21])[cH:17][c:18]([Br:20])[cH:19]3)[n:9][n:10]2[CH3:11])[CH2:2][CH2:3][CH2:4]1. Starting materials: CCOC(=O)N=S(C)(=O)c1ccc([N+](=O)[O-])cc1, C1CCOC1, CCOC(C)=O, Cl, [Na+], [OH-], O. The product is CCOC(=O)N=S(C)(=O)c1ccc(N)cc1. RXN SMILES: [CH2:1]([CH3:2])[O:3][C:4](=[O:5])[N:6]=[S:7](=[O:8])([c:9]1[cH:10][cH:11][c:12]([N+:15]([O-:16])=[O:17])[cH:13][cH:14]1)[CH3:18].[CH2:23]1[O:24][CH2:25][CH2:26][CH2:27]1.[CH3:28][CH2:29][O:30][C:31](=[O:32])[CH3:33].[ClH:19].[Na+:21].[OH-:20].[OH2:22]>>[CH2:1]([CH3:2])[O:3][C:4](=[O:5])[N:6]=[S:7](=[O:8])([c:9]1[cH:10][cH:11][c:12]([NH2:15])[cH:13][cH:14]1)[CH3:18]. The reactants are COC1=CC=C(OCC#N)C=C1 ((4-methoxyphenoxy)acetonitrile), C(C)OCC (diethyl ether), C(C)OCC (diethyl ether), [Mg] (magnesium), BrC1=CC(=C(C=C1)Cl)Cl (1-bromo-3,4-dichlorobenzene), C(C)OCC (diethyl ether), C(C)OCC (diethyl ether), Cl (HCl). The reagents and catalysts are II (iodine). Conditions: temperature 35 celsius, time 1 hour. Yields the product ClC=1C=C(C=CC1Cl)C(COC1=CC=C(C=C1)OC)=O (1-(3,4-dichlorophenyl)-2-(4-methoxyphenoxy)ethanone). RXN SMILES: [Mg].Br[C:3]1[CH:8]=[CH:7][C:6]([Cl:9])=[C:5]([Cl:10])[CH:4]=1.[CH3:11][O:12][C:13]1[CH:22]=[CH:21][C:16]([O:17][CH2:18][C:19]#N)=[CH:15][CH:14]=1.Cl.C([O:26]CC)C>II>[Cl:10][C:5]1[CH:4]=[C:3]([C:19](=[O:26])[CH2:18][O:17][C:16]2[CH:21]=[CH:22][C:13]([O:12][CH3:11])=[CH:14][CH:15]=2)[CH:8]=[CH:7][C:6]=1[Cl:9]. Reported procedure: To a solution of magnesium (2.23 g) and iodine (5 mg) in diethyl ether (20 mL) was added dropwise a solution of 1-bromo-3,4-dichlorobenzene (20.7 g) in diethyl ether (20 ml), and the mixture was stirred at 35° C. for 1 hr. The reaction mixture was cooled to −10° C., and diethyl ether (100 mL) was added. A solution of (4-methoxyphenoxy)acetonitrile (10 g) in diethyl ether (20 ml) was added dropwise at −10° C., and the mixture was stirred for 1 hr while warming to room temperature. To the reaction...